This data is from the Open Reaction Database (ORD), a public repository of structured organic reaction records. The task is: describe an organic reaction: reactants, conditions, products, and yield Starting materials: ClC=1C(=NC=NC1Cl)N (5,6-dichloropyrimidin-4-amine), NCC1CCN(CC1)C(=O)OC(C)(C)C (tert-butyl 4-(aminomethyl)piperidine-1-carboxylate), O(C1=CC=CC=C1)C1=NC=C(C=N1)B1OC(C(O1)(C)C)(C)C (2-phenoxy-5-(4,4,5,5-tetramethyl-1,3,2-dioxaborolan-2-yl)pyrimidine), C(C=C)(=O)Cl (acryloyl chloride). Product: NC1=C(C(=NC=N1)NCC1CCN(CC1)C(C=C)=O)C=1C=NC(=NC1)OC1=CC=CC=C1 (1-(4-(((6-amino-2′-phenoxy-[5,5′-bipyrimidin]-4-yl)amino)methyl)piperidin-1-yl)prop-2-en-1-one). As a reaction SMILES: Cl[C:2]1[C:3]([NH2:9])=[N:4][CH:5]=[N:6][C:7]=1Cl.[NH2:10][CH2:11][CH:12]1[CH2:17][CH2:16][N:15]([C:18]([O:20]C(C)(C)C)=O)[CH2:14][CH2:13]1.[O:25]([C:32]1[N:37]=[CH:36][C:35](B2OC(C)(C)C(C)(C)O2)=[CH:34][N:33]=1)[C:26]1[CH:31]=[CH:30][CH:29]=[CH:28][CH:27]=1.[C:47](Cl)(=O)[CH:48]=C>>[NH2:9][C:3]1[N:4]=[CH:5][N:6]=[C:7]([NH:10][CH2:11][CH:12]2[CH2:13][CH2:14][N:15]([C:18](=[O:20])[CH:47]=[CH2:48])[CH2:16][CH2:17]2)[C:2]=1[C:35]1[CH:36]=[N:37][C:32]([O:25][C:26]2[CH:31]=[CH:30][CH:29]=[CH:28][CH:27]=2)=[N:33][CH:34]=1. Procedure details: 1-(4-(((6-amino-2′-phenoxy-[5,5′-bipyrimidin]-4-yl)amino)methyl)piperidin-1-yl)prop-2-en-1-one was prepared from 5,6-dichloropyrimidin-4-amine, tert-butyl 4-(aminomethyl)piperidine-1-carboxylate, 2-phenoxy-5-(4,4,5,5-tetramethyl-1,3,2-dioxaborolan-2-yl)pyrimidine, and acryloyl chloride using methods B, C, D, and F. MS: m/z=432 [M+H]+. 1H NMR (400 MHz, DMSO) δ 8.37 (s, 2H), 7.96 (s, 1H), 7.47 (t, 2H), 7.30-7.20 (m, 3H), 6.76 (dd, 1H), 6.10-5.97 (m, 2H), 5.80 (s, 2H), 5.62 (dd, 1H), 4.35 (d, 1H), ... The yield is 48.7%. As a reaction SMILES: ClC1C=CC=C(C(OO)=[O:9])C=1.[CH3:12][C:13]1[CH:14]=[C:15]([NH:25][S:26]([C:29]2[CH:34]=[CH:33][CH:32]=[CH:31][CH:30]=2)(=[O:28])=[O:27])[CH:16]=[C:17]([CH3:24])[C:18]=1[S:19][CH2:20][N+:21]([O-:23])=[O:22].C(=O)(O)[O-].[Na+]>C(Cl)(Cl)Cl>[CH3:12][C:13]1[CH:14]=[C:15]([NH:25][S:26]([C:29]2[CH:34]=[CH:33][CH:32]=[CH:31][CH:30]=2)(=[O:27])=[O:28])[CH:16]=[C:17]([CH3:24])[C:18]=1[S:19]([CH2:20][N+:21]([O-:23])=[O:22])=[O:9] |f:2.3|. Yields the product CC=1C=C(C=C(C1S(=O)C[N+](=O)[O-])C)NS(=O)(=O)C1=CC=CC=C1 (N-[3,5-dimethyl-4-[(nitromethyl)sulphinyl]phenyl]benzenesulphonamide). Run at time 24 hour. Run in C(Cl)(Cl)Cl (chloroform). Starting materials: ClC1=CC(=CC=C1)C(=O)OO (m-chloroperbenzoic acid), CC=1C=C(C=C(C1SC[N+](=O)[O-])C)NS(=O)(=O)C1=CC=CC=C1 (N-[3,5-dimethyl-4-[(nitromethyl)thio]phenyl]benzenesulphonamide), C([O-])(O)=O.[Na+] (sodium bicarbonate). Procedure: 1.3 g (5.46 mmol) of 70-75% m-chloroperbenzoic acid are added rapidly to a solution of 2.2 g (6.24 mmol) of N-[3,5-dimethyl-4-[(nitromethyl)thio]phenyl]benzenesulphonamide in 79 ml of anhydrous chloroform. The reaction medium is stirred for 24 h at room temperature and then poured into a solution of 0.33 g (3.93 mmol) of sodium bicarbonate. The mixture is extracted with methylene chloride. The combined organic extracts are dried over sodium sulphate and concentrated to dryness under reduced pres... Procedure: To a solution of 2-difluoromethyl-2,5-diamino-pentanoic acid monohydrate monohydrochloride (5 g or 21.13 mmole) in NaOH 2M (8.5 ml) is added at once ethylthiouronium hydrobromide (7.82 or 42.26 mmole). The pH of the solution is adjusted to 10.5 with NaOH 2M and maintained to that value for 4 days. The reaction mixture is then neutralized to pH=7 with 1M HCl and concentrated under reduced pressure. The residue is passed on an Amberlite IR 120 H+ form column. Elution with NH4OH 2M affords 2-difluo... Solvent: [OH-].[Na+] (NaOH), [OH-].[Na+] (NaOH). The reactants are Cl.O.FC(C(C(=O)O)(CCCN)N)F (2-difluoromethyl-2,5-diamino-pentanoic acid monohydrate monohydrochloride), Br.C(C)[NH+]=C(S)N (ethylthiouronium hydrobromide), Cl (HCl). As a reaction SMILES: Cl.O.[F:3][CH:4]([F:14])[C:5]([NH2:13])([CH2:9][CH2:10][CH2:11][NH2:12])[C:6]([OH:8])=[O:7].Br.C([NH+:18]=[C:19]([NH2:21])S)C.Cl>[OH-].[Na+]>[F:3][CH:4]([F:14])[C:5]([NH2:13])([CH2:9][CH2:10][CH2:11][NH:12][C:19]([NH2:21])=[NH:18])[C:6]([OH:8])=[O:7] |f:0.1.2,3.4,6.7|. The product is FC(C(C(=O)O)(CCCNC(=N)N)N)F (2-difluoromethyl-2-amino-5-guanidinopentanoic acid). Starting materials: CCCCCCCCCCCC(=O)Cl, CCCCCCCCCCCCCC(=O)Cl, [Na+], CC(C)N(C(C)C)S(=O)(=O)c1cc(N=Nc2ccc([N+](=O)[O-])cc2S(C)(=O)=O)c2c(NS(=O)(=O)c3cccc(S(=O)(=O)[O-])c3)cccc2c1O. Product: CCCCCCCCCCCC(=O)Cl, [Na+], CC(C)NS(=O)(=O)c1cc(N=Nc2ccc([N+](=O)[O-])cc2S(C)(=O)=O)c2c(NS(=O)(=O)c3cccc(S(=O)(=O)[O-])c3)cccc2c1O. As a reaction SMILES: [C:52]([CH2:53][CH2:54][CH2:55][CH2:56][CH2:57][CH2:58][CH2:59][CH2:60][CH2:61][CH2:62][CH3:63])(=[O:64])[Cl:65].[C:66]([Cl:67])(=[O:68])[CH2:69][CH2:70][CH2:71][CH2:72][CH2:73][CH2:74][CH2:75][CH2:76][CH2:77][CH2:78][CH2:79][CH2:80][CH3:81].[Na+:51].[OH:1][c:2]1[c:3]2[cH:4][cH:5][cH:6][c:7]([NH:37][S:38](=[O:39])(=[O:40])[c:41]3[cH:42][c:43]([S:47](=[O:48])(=[O:49])[O-:50])[cH:44][cH:45][cH:46]3)[c:8]2[c:9]([N:22]=[N:23][c:24]2[c:25]([S:33](=[O:34])(=[O:35])[CH3:36])[cH:26][c:27]([N+:30](=[O:31])[O-:32])[cH:28][cH:29]2)[cH:10][c:11]1[S:12]([N:13]([CH:14]([CH3:15])[CH3:16])[CH:17]([CH3:18])[CH3:19])(=[O:20])=[O:21]>>[C:52]([CH2:53][CH2:54][CH2:55][CH2:56][CH2:57][CH2:58][CH2:59][CH2:60][CH2:61][CH2:62][CH3:63])(=[O:64])[Cl:65].[Na+:51].[OH:1][c:2]1[c:3]2[cH:4][cH:5][cH:6][c:7]([NH:37][S:38](=[O:39])(=[O:40])[c:41]3[cH:42][c:43]([S:47](=[O:48])(=[O:49])[O-:50])[cH:44][cH:45][cH:46]3)[c:8]2[c:9]([N:22]=[N:23][c:24]2[c:25]([S:33](=[O:34])(=[O:35])[CH3:36])[cH:26][c:27]([N+:30](=[O:31])[O-:32])[cH:28][cH:29]2)[cH:10][c:11]1[S:12]([NH:13][CH:14]([CH3:15])[CH3:16])(=[O:20])=[O:21]. The reactants are O=C1CCC(=O)N1Br, c1ccc2c(c1)CCCN2C1CCC2(CC1)OCCO2, CN(C)C=O, O. The product is Brc1ccc2c(c1)CCCN2C1CCC2(CC1)OCCO2. As a reaction SMILES: [Br:21][N:22]1[C:23](=[O:24])[CH2:25][CH2:26][C:27]1=[O:28].[O:1]1[CH2:2][CH2:3][O:4][C:5]12[CH2:6][CH2:7][CH:8]([N:11]1[CH2:12][CH2:13][CH2:14][c:15]3[cH:16][cH:17][cH:18][cH:19][c:20]31)[CH2:9][CH2:10]2.[O:29]=[CH:30][N:31]([CH3:32])[CH3:33].[OH2:34]>>[O:1]1[CH2:2][CH2:3][O:4][C:5]12[CH2:6][CH2:7][CH:8]([N:11]1[CH2:12][CH2:13][CH2:14][c:15]3[cH:16][c:17]([Br:21])[cH:18][cH:19][c:20]31)[CH2:9][CH2:10]2. Reactants: Cl (HCl), C(CCC)[Li] (n-Butyl Lithium), BrC1=CC(=C(CCO[Si](C)(C)C(C)(C)C)C=C1)CC ((4-bromo-2-ethylphenethoxy)(tert-butyl)dimethylsilane), B(OC)(OC)OC (trimethyl borate). The solvent is C1CCOC1 (THF). Run at temperature -78 celsius, time 10 minute. The product is [Si](C)(C)(C(C)(C)C)OCCC1=C(C=C(C=C1)B(O)O)CC (4-(2-(tert-butyldimethylsilyloxy)ethyl)-3-ethylphenylboronic acid). Isolated yield 0.0%. RXN SMILES: C([Li])CCC.Br[C:7]1[CH:22]=[CH:21][C:10]([CH2:11][CH2:12][O:13][Si:14]([C:17]([CH3:20])([CH3:19])[CH3:18])([CH3:16])[CH3:15])=[C:9]([CH2:23][CH3:24])[CH:8]=1.[B:25](OC)([O:28]C)[O:26]C.Cl>C1COCC1>[Si:14]([O:13][CH2:12][CH2:11][C:10]1[CH:21]=[CH:22][C:7]([B:25]([OH:28])[OH:26])=[CH:8][C:9]=1[CH2:23][CH3:24])([C:17]([CH3:20])([CH3:19])[CH3:18])([CH3:16])[CH3:15]. Reported procedure: n-Butyl Lithium (4.7 mL) was added to a solution of 46A (2.1 g, 6.1 mmol) in THF at −78° C. After stirring to 10 min at −78° C., trimethyl borate (1.0 mL, 12.3 mmol) was added dropwise. After warming to ambient temperature, the reaction mixture was stirred an additional 2 h. HCl (1.0 M, 30 mL, aqueous) was added to the mixture at −40° C. and stirred at −20° C. for 30 min. The solution was extracted with diethyl ether. The combined organics were washed with brine, dried over Na2SO4 and concentrat...